Dataset: the Open Reaction Database (ORD), a public repository of structured organic reaction records. Task: describe an organic reaction: reactants, conditions, products, and yield Reactants: S1C=NC=C1C1=CC=C(C=C1)CN(C[C@@H]([C@H](CC1=CC=CC=C1)NC([C@@H](NC(=O)OC)C(C)C)=O)O)NC(=O)OC(C)(C)C (1-[4-(thiazol-5-yl)-phenyl]-4(S)-hydroxy-2-(tert-butoxycarbonyl)amino-5(S)-N-(N-methoxycarbonyl-(L)-valyl)amino-6-phenyl-2-azahexane). The solvent is C(=O)O (formic acid). Yields the product S1C=NC=C1C1=CC=C(C=C1)CN(C[C@@H]([C@H](CC1=CC=CC=C1)NC([C@@H](NC(=O)OC)C(C)C)=O)O)N (1-[4-(Thiazol-5-yl)-phenyl]-4(S)-hydroxy-2-amino-5(S)-N-(N-methoxycarbonyl-(L)-valyl)amino-6-phenyl-2-azahexane). RXN SMILES: [S:1]1[C:5]([C:6]2[CH:11]=[CH:10][C:9]([CH2:12][N:13]([NH:37]C(OC(C)(C)C)=O)[CH2:14][C@H:15]([OH:36])[C@@H:16]([NH:24][C:25](=[O:35])[C@H:26]([CH:32]([CH3:34])[CH3:33])[NH:27][C:28]([O:30][CH3:31])=[O:29])[CH2:17][C:18]3[CH:23]=[CH:22][CH:21]=[CH:20][CH:19]=3)=[CH:8][CH:7]=2)=[CH:4][N:3]=[CH:2]1>C(O)=O>[S:1]1[C:5]([C:6]2[CH:7]=[CH:8][C:9]([CH2:12][N:13]([NH2:37])[CH2:14][C@H:15]([OH:36])[C@@H:16]([NH:24][C:25](=[O:35])[C@H:26]([CH:32]([CH3:34])[CH3:33])[NH:27][C:28]([O:30][CH3:31])=[O:29])[CH2:17][C:18]3[CH:23]=[CH:22][CH:21]=[CH:20][CH:19]=3)=[CH:10][CH:11]=2)=[CH:4][N:3]=[CH:2]1. Procedure details: 1.25 g (2.0 mmol) of 1-[4-(thiazol-5-yl)-phenyl]-4(S)-hydroxy-2-(tert-butoxycarbonyl)amino-5(S)-N-(N-methoxycarbonyl-(L)-valyl)amino-6-phenyl-2-azahexane and 18 ml of formic acid are reacted analogously to Example 2d to form the title compound: HPLC20-100 : tRet =10.0.